Task: describe an organic reaction: reactants, conditions, products, and yield. Dataset: the Open Reaction Database (ORD), a public repository of structured organic reaction records Reactants: Cl, CS(=O)(=O)Nc1ccc(CN)cc1F, O=C(O)C=Cc1ccc(C(F)(F)F)nc1OC1CCOC1. Product: CS(=O)(=O)Nc1ccc(CNC(=O)C=Cc2ccc(C(F)(F)F)nc2OC2CCOC2)cc1F. RXN SMILES: [ClH:15].[NH2:1][CH2:2][c:3]1[cH:4][c:5]([F:14])[c:6]([NH:9][S:10](=[O:11])(=[O:12])[CH3:13])[cH:7][cH:8]1.[O:16]1[CH2:17][CH:18]([O:21][c:22]2[n:23][c:24]([C:33]([F:34])([F:35])[F:36])[cH:25][cH:26][c:27]2[CH:28]=[CH:29][C:30](=[O:31])[OH:32])[CH2:19][CH2:20]1>>[NH:1]([CH2:2][c:3]1[cH:4][c:5]([F:14])[c:6]([NH:9][S:10](=[O:11])(=[O:12])[CH3:13])[cH:7][cH:8]1)[C:30]([CH:29]=[CH:28][c:27]1[c:22]([O:21][CH:18]2[CH2:17][O:16][CH2:20][CH2:19]2)[n:23][c:24]([C:33]([F:34])([F:35])[F:36])[cH:25][cH:26]1)=[O:31].